This data is from the Open Reaction Database (ORD), a public repository of structured organic reaction records. The task is: describe an organic reaction: reactants, conditions, products, and yield Reactants: Intermediate 6, NC(CC(=O)O)C1=CC(=C(C=C1)OC)OC (3-amino-3-(3,4-dimethoxy-phenyl)propionic acid), NC(CC(=O)O)C1=CC(=C(C=C1)OCC1=CC=CC=C1)OC (3-amino-3-(3-methoxy-4-benzyloxy-phenyl)propionic acid). The product is NC(CC(=O)OC)C1=CC(=C(C=C1)OCC1=CC=CC=C1)OC (methyl 3-amino-3-(3-methoxy-4-benzyloxy-phenyl)propionate). RXN SMILES: N[CH:2](C1C=CC(OC)=C(OC)C=1)CC(O)=O.[NH2:17][CH:18]([C:23]1[CH:28]=[CH:27][C:26]([O:29][CH2:30][C:31]2[CH:36]=[CH:35][CH:34]=[CH:33][CH:32]=2)=[C:25]([O:37][CH3:38])[CH:24]=1)[CH2:19][C:20]([OH:22])=[O:21]>>[NH2:17][CH:18]([C:23]1[CH:28]=[CH:27][C:26]([O:29][CH2:30][C:31]2[CH:36]=[CH:35][CH:34]=[CH:33][CH:32]=2)=[C:25]([O:37][CH3:38])[CH:24]=1)[CH2:19][C:20]([O:22][CH3:2])=[O:21]. Procedure: The title compound was prepared following the method for preparing Intermediate 6 except that 3-amino-3-(3,4-dimethoxy-phenyl)propionic acid was substituted with 3-amino-3-(3-methoxy-4-benzyloxy-phenyl)propionic acid. 1H NMR (CDCl3): δ 7.26-7.44 (m, 5H), 6.75-6.94 (m, 3H), 5.13 (s, 2H), 4.35 (t, 1H, J=5 Hz), 3.89 (s, 3H), 3.61 (s, 3H), 2.59 (d, 2H, J=5 Hz), 1.84 (d, 2H, J=5 Hz) Starting materials: C(C)(C)(C)N1N=C(C=C1CCC)CCC=O (3-(1-tert-butyl-5-propyl-1H-pyrazol-3-yl)propanal), [BH-](OC(=O)C)(OC(=O)C)OC(=O)C.[Na+] (NaBH(OAc)3), CC=1C=C(C=CC1C)N1CCNCC1 (1-(3,4-dimethylphenyl)piperazine), CCN(C(C)C)C(C)C (DIPEA). Reaction SMILES: [C:1]([N:5]1[C:9]([CH2:10][CH2:11][CH3:12])=[CH:8][C:7]([CH2:13][CH2:14][CH:15]=O)=[N:6]1)([CH3:4])([CH3:3])[CH3:2].[CH3:17][C:18]1[CH:19]=[C:20]([N:25]2[CH2:30][CH2:29][NH:28][CH2:27][CH2:26]2)[CH:21]=[CH:22][C:23]=1[CH3:24].CCN(C(C)C)C(C)C.[BH-](OC(C)=O)(OC(C)=O)OC(C)=O.[Na+]>>[C:1]([N:5]1[C:9]([CH2:10][CH2:11][CH3:12])=[CH:8][C:7]([CH2:13][CH2:14][CH2:15][N:28]2[CH2:29][CH2:30][N:25]([C:20]3[CH:21]=[CH:22][C:23]([CH3:24])=[C:18]([CH3:17])[CH:19]=3)[CH2:26][CH2:27]2)=[N:6]1)([CH3:4])([CH3:3])[CH3:2] |f:3.4|. Procedure: 95 mg (98%) of target compound was obtained by using a method same as in Example 1 by using 3-(1-tert-butyl-5-propyl-1H-pyrazol-3-yl)propanal (50 mg, 0.225 mmol), 1-(3,4-dimethylphenyl)piperazine (43 mg, 0.225 mmol), DIPEA (0.060 mL, 0338 mmol) and NaBH(OAc)3 (143 mg, 0.675 mmol). Product: C(C)(C)(C)N1N=C(C=C1CCC)CCCN1CCN(CC1)C1=CC(=C(C=C1)C)C (1-(3-(1-tert-butyl-5-propyl-1H-pyrazol-3-yl)propyl)-4-(3,4-dimethylphenyl)piperazine). The reactants are CCCCCCCN, CCOC(=O)C(=Cc1ccc(-c2cccc(N(C)C(=O)Oc3ccc([N+](=O)[O-])cc3)c2)cc1)OCC, CCOC(C)=O, CN(C)C=O, O. The product is CCCCCCCNC(=O)N(C)c1cccc(-c2ccc(C=C(OCC)C(=O)OCC)cc2)c1. Reaction SMILES: [CH2:1]([CH2:2][CH2:3][CH2:4][CH2:5][CH2:6][CH3:7])[NH2:8].[CH2:9]([CH3:10])[O:11][C:12]([C:13](=[O:14])[O:15][CH2:16][CH3:17])=[CH:18][c:19]1[cH:20][cH:21][c:22](-[c:25]2[cH:26][c:27]([N:31]([C:32]([O:34][c:33]3[cH:35][cH:36][c:37]([N+:38]([O-:39])=[O:40])[cH:41][cH:42]3)=[O:43])[CH3:44])[cH:28][cH:29][cH:30]2)[cH:23][cH:24]1.[CH3:46][CH2:47][O:48][C:49](=[O:50])[CH3:51].[CH3:52][N:53]([CH3:54])[CH:55]=[O:56].[OH2:45]>>[CH2:1]([CH2:2][CH2:3][CH2:4][CH2:5][CH2:6][CH3:7])[NH:8][C:32]([N:31]([c:27]1[cH:26][c:25](-[c:22]2[cH:21][cH:20][c:19]([CH:18]=[C:12]([O:11][CH2:9][CH3:10])[C:13](=[O:14])[O:15][CH2:16][CH3:17])[cH:24][cH:23]2)[cH:30][cH:29][cH:28]1)[CH3:44])=[O:34]. RXN SMILES: [CH2:1]([O:3][C:4]([C:6]1([NH:15][C:16]([C:18]2[CH:23]=[CH:22][N:21]=[CH:20][C:19]=2F)=[O:17])[CH2:14][C:13]2[C:8](=[CH:9][CH:10]=[CH:11][CH:12]=2)[CH2:7]1)=[O:5])[CH3:2].[NH:25]1[CH2:30][CH2:29][CH2:28][CH2:27][CH2:26]1>O1CCOCC1>[CH2:1]([O:3][C:4]([C:6]1([NH:15][C:16]([C:18]2[CH:23]=[CH:22][N:21]=[CH:20][C:19]=2[N:25]2[CH2:30][CH2:29][CH2:28][CH2:27][CH2:26]2)=[O:17])[CH2:14][C:13]2[C:8](=[CH:9][CH:10]=[CH:11][CH:12]=2)[CH2:7]1)=[O:5])[CH3:2]. Isolated yield 200.6%. The product is C(C)OC(=O)C1(CC2=CC=CC=C2C1)NC(=O)C1=C(C=NC=C1)N1CCCCC1 (2-[(3,4,5,6-Tetrahydro-2H-[1,3′]bipyridinyl-4′-carbonyl)-amino]-indan-2-carboxylic acid ethyl ester). Solvent: O1CCOCC1 (1,4-dioxane). Reactants: C(C)OC(=O)C1(CC2=CC=CC=C2C1)NC(=O)C1=C(C=NC=C1)F (2-[(3-fluoro-pyridine-4-carbonyl)-amino]-indan-2-carboxylic acid ethyl ester), N1CCCCC1 (piperidine). Conditions: time 20 second. Procedure: A 10 mL microwave reaction vessel is charged with 2-[(3-fluoro-pyridine-4-carbonyl)-amino]-indan-2-carboxylic acid ethyl ester (354, 500 mg, 1.52 mmol), 1,4-dioxane (1.5 mL) and piperidine (1.51 mL, 15.23 mmol). A stirring bar is added. The reaction vial is crimped sealed. The reaction vial is placed in a Smith Microwave reaction apparatus. The temperature is set for 150° C. with a fixed hold time of 10 min. Pre-stir time is set for 20 sec. The reaction vial is removed from the apparatus. The st... Reactants: CO, O=C[O-], COc1cc(Cl)nc2cc(-c3ncccc3C(F)(F)F)ccc12, [NH4+]. Yields the product COc1ccnc2cc(-c3ncccc3C(F)(F)F)ccc12. Reaction SMILES: [CH3:28][OH:29].[CH:24]([O-:25])=[O:26].[Cl:1][c:2]1[n:3][c:4]2[cH:5][c:6](-[c:14]3[n:15][cH:16][cH:17][cH:18][c:19]3[C:20]([F:21])([F:22])[F:23])[cH:7][cH:8][c:9]2[c:10]([O:12][CH3:13])[cH:11]1.[NH4+:27]>>[cH:2]1[n:3][c:4]2[cH:5][c:6](-[c:14]3[n:15][cH:16][cH:17][cH:18][c:19]3[C:20]([F:21])([F:22])[F:23])[cH:7][cH:8][c:9]2[c:10]([O:12][CH3:13])[cH:11]1. Reactants: COC(CC1=CC=C(C=C1)OCCCBr)=O ([4-(3-bromo-propoxy)-phenyl]-acetic acid methyl ester), CN1C(=C(C2=CC=CC=C12)C=NO)C (1,2-dimethyl-1H-indole-3-carbaldehyde oxime), [OH-].[Na+] (sodium hydroxide). The solvent is 10/5/3 tetrahydrofuran ethanol water. The product is CN1C(=C(C2=CC=CC=C12)\C=N\OCCCOC1=CC=C(C=C1)CC(=O)O)C ({4-[3-({[(1E)-(1,2-dimethyl-1H-indol-3-yl)methylidene]amino}oxy)propoxy]phenyl}acetic acid). Yield: 48.1%. As a reaction SMILES: C[O:2][C:3](=[O:16])[CH2:4][C:5]1[CH:10]=[CH:9][C:8]([O:11][CH2:12][CH2:13][CH2:14]Br)=[CH:7][CH:6]=1.[CH3:17][N:18]1[C:26]2[C:21](=[CH:22][CH:23]=[CH:24][CH:25]=2)[C:20]([CH:27]=[N:28][OH:29])=[C:19]1[CH3:30].[OH-].[Na+]>>[CH3:17][N:18]1[C:26]2[C:21](=[CH:22][CH:23]=[CH:24][CH:25]=2)[C:20](/[CH:27]=[N:28]/[O:29][CH2:14][CH2:13][CH2:12][O:11][C:8]2[CH:9]=[CH:10][C:5]([CH2:4][C:3]([OH:2])=[O:16])=[CH:6][CH:7]=2)=[C:19]1[CH3:30] |f:2.3|. Procedure: To a solution [4-(3-bromo-propoxy)-phenyl]-acetic acid methyl ester (0.47 g, 1.64 mmol) and 1,2-dimethyl-1H-indole-3-carbaldehyde oxime (0.32 g, 1.73 mmol) in 10/5/3 tetrahydrofuran/ethanol/water (21 mL) was added 2.5 M sodium hydroxide solution (6 mL). This mixture was heated to reflux for 2.5 hours and then allowed to cool back to room temperature. The mixture was partitioned between ethyl acetate and water. The aqueous layer was acidified to approximately pH 5 using 1 N hydrochloric acid. The... The reactants are O=C([O-])[O-], CCS(=O)(=O)c1cccc(-c2ccc(O)c3[nH]c4ncc(C)cc4c23)c1, Cc1ccc(S(=O)(=O)OCCCN(C)C)cc1, [K+], [K+], CN(C)C=O. Yields the product CCS(=O)(=O)c1cccc(-c2ccc(OCCCN(C)C)c3[nH]c4ncc(C)cc4c23)c1. Reaction SMILES: [C:44](=[O:45])([O-:46])[O-:47].[CH2:1]([CH3:2])[S:3](=[O:4])(=[O:5])[c:6]1[cH:7][c:8](-[c:12]2[c:13]3[c:14]4[c:15]([nH:16][c:17]3[c:18]([OH:21])[cH:19][cH:20]2)[n:22][cH:23][c:24]([CH3:26])[cH:25]4)[cH:9][cH:10][cH:11]1.[CH3:27][N:28]([CH2:29][CH2:30][CH2:31][O:32][S:33]([c:34]1[cH:35][cH:36][c:37]([CH3:38])[cH:39][cH:40]1)(=[O:41])=[O:42])[CH3:43].[K+:48].[K+:49].[O:50]=[CH:51][N:52]([CH3:53])[CH3:54]>>[CH2:1]([CH3:2])[S:3](=[O:4])(=[O:5])[c:6]1[cH:7][c:8](-[c:12]2[c:13]3[c:14]4[c:15]([nH:16][c:17]3[c:18]([O:21][CH2:31][CH2:30][CH2:29][N:28]([CH3:27])[CH3:43])[cH:19][cH:20]2)[n:22][cH:23][c:24]([CH3:26])[cH:25]4)[cH:9][cH:10][cH:11]1.